From a dataset of the Open Reaction Database (ORD), a public repository of structured organic reaction records. describe an organic reaction: reactants, conditions, products, and yield The reactants are C(C1=CC=CC=C1)OC=1C(=[N+](C(=C(N1)CC1=CNC2=CC=CC=C12)OC)[O-])CC(C)C (3-benzyloxy-5-(indol-3-yl)methyl-2-isobutyl-6-methoxypyrazine 1-oxide), [H][H] (hydrogen), ClCCl (dichloromethane). Reagents/catalysts: [C].[Pd] (palladium-carbon). Solvent: CO (methanol). Reaction conditions: time 20 minute. Product: N1C=C(C2=CC=CC=C12)CC1=C([N+](=C(C(N1)=O)CC(C)C)[O-])OC (6-(indol-3-yl)methyl-3-isobutyl-5-methoxy-1,2-dihydropyrazin-2-one 4-oxide). Yield: 92.0%. As a reaction SMILES: C([O:8][C:9]1[C:10]([CH2:28][CH:29]([CH3:31])[CH3:30])=[N+:11]([O-:27])[C:12]([O:25][CH3:26])=[C:13]([CH2:15][C:16]2[C:24]3[C:19](=[CH:20][CH:21]=[CH:22][CH:23]=3)[NH:18][CH:17]=2)[N:14]=1)C1C=CC=CC=1.[H][H].ClCCl>CO.[C].[Pd]>[NH:18]1[C:19]2[C:24](=[CH:23][CH:22]=[CH:21][CH:20]=2)[C:16]([CH2:15][C:13]2[NH:14][C:9](=[O:8])[C:10]([CH2:28][CH:29]([CH3:31])[CH3:30])=[N+:11]([O-:27])[C:12]=2[O:25][CH3:26])=[CH:17]1 |f:4.5|. Procedure details: In 140 ml of methanol was dissolved 2.69 g of 3-benzyloxy-5-(indol-3-yl)methyl-2-isobutyl-6-methoxypyrazine 1-oxide, thereto was added 10% palladium-carbon, and the mixture was stirred for 1 hour at room temperature in a hydrogen gas atmosphere. 150 Milliliters of dichloromethane was added, and the mixture was stirred for 20 minutes, then the catalyst was removed by filtration, and the filtrate was subjected to recrystallization from methanol-chloroform to obtain 1.94 g of the title compound as ... The reactants are imide N-bromosuccinate, N(=NC(C#N)(C)C)C(C#N)(C)C (2,2′-azobisisobutyronitrile), CC1=NC2=CC=CC=C2C=C1 (2-Methylquinoline), C(Cl)(Cl)(Cl)Cl (carbon tetrachloride). Product: ClCC1=NC2=CC=CC=C2C=C1 (2-(chloromethyl)quinoline). Reaction SMILES: [CH3:1][C:2]1[CH:11]=[CH:10][C:9]2[C:4](=[CH:5][CH:6]=[CH:7][CH:8]=2)[N:3]=1.N(C(C)(C)C#N)=NC(C)(C)C#N.C(Cl)(Cl)(Cl)[Cl:25]>>[Cl:25][CH2:1][C:2]1[CH:11]=[CH:10][C:9]2[C:4](=[CH:5][CH:6]=[CH:7][CH:8]=2)[N:3]=1. Reported procedure: 2-Methylquinoline (5.0 g) was dissolved in carbon tetrachloride (25 mL), imide N-bromosuccinate (6.2 g) and 2,2′-azobisisobutyronitrile (AIBN) (57 mg) were added thereto, and the mixture was refluxed for 4 hr. After ice-cooling, the reaction mixture was concentrated under reduced pressure, and the residue was purified by silica gel chromatography (elution solvent; hexane:ethyl acetate=5:1) to give the title compound (3.7 g) as a pale-yellow solid. Yields the product N1(CCOCC1)C=1N=C(NC(C1)=S)CC(=O)[O-].[Na+] (sodium (4-morpholin-4-yl-6-thioxo-1,6-dihydropyrimidin-2-yl)acetate). Procedure details: 3.05 ml of 2N sodium hydroxide are added to a solution of 865 mg of (4-morpholin-4-yl-6-thioxo-1,6-dihydropyrimidin-2-yl)acetic acid ethyl ester in 15 ml of THF. The reaction medium is stirred at ambient temperature for 24 hours. The reaction medium is concentrated under reduced pressure. The residue obtained is oven-dried under vacuum in the presence of P2O5, so as to give 0.8 g of sodium (4-morpholin-4-yl-6-thioxo-1,6-dihydropyrimidin-2-yl)acetate, the characteristics of which are the followin... Solvent: C1CCOC1 (THF). Reaction SMILES: [OH-].[Na+:2].C([O:5][C:6](=[O:21])[CH2:7][C:8]1[NH:9][C:10](=[S:20])[CH:11]=[C:12]([N:14]2[CH2:19][CH2:18][O:17][CH2:16][CH2:15]2)[N:13]=1)C>C1COCC1>[N:14]1([C:12]2[N:13]=[C:8]([CH2:7][C:6]([O-:21])=[O:5])[NH:9][C:10](=[S:20])[CH:11]=2)[CH2:15][CH2:16][O:17][CH2:18][CH2:19]1.[Na+:2] |f:0.1,4.5|. Reaction conditions: time 24 hour. Starting materials: [OH-].[Na+] (sodium hydroxide), C(C)OC(CC=1NC(C=C(N1)N1CCOCC1)=S)=O ((4-morpholin-4-yl-6-thioxo-1,6-dihydropyrimidin-2-yl)acetic acid ethyl ester). The reactants are C(C(=C)C)(=O)O (methacrylic acid), C(=C)OCC(C)C (isobutyl vinyl ether), FF (fluorine). Run in C(O)([O-])=O.[Na+] (sodium hydrogencarbonate). Product: C(C(=C)C)(=O)OC(C)OCC(C)C (1-(2-methylpropoxy)ethyl methacrylate). Yield: 66.1%. As a reaction SMILES: [C:1]([OH:6])(=[O:5])[C:2]([CH3:4])=[CH2:3].[CH:7]([O:9][CH2:10][CH:11]([CH3:13])[CH3:12])=[CH2:8].FF>C(=O)([O-])O.[Na+]>[C:1]([O:6][CH:7]([O:9][CH2:10][CH:11]([CH3:13])[CH3:12])[CH3:8])(=[O:5])[C:2]([CH3:4])=[CH2:3] |f:3.4|. Procedure details: Into a 50-mL eggplant-shaped flask, 8.61 g (100 mmol) of methacrylic acid and 20.0 g (200 mmol) of isobutyl vinyl ether were placed. A fluorine resin-coated stirring piece was dropped into the flask. The mixed solution inside the flask was heated for 6 hours by immersing the flask in an oil bath whose temperature was controlled to 60° C. while stirring the mixed solution by the stirring piece with the use of a magnetic stirrer. After the heating, the whole of the mixed solution was mixed with 20... Reagents/catalysts: [O-2].[O-2].[O-2].[Cr+6] (chromium trioxide). The solvent is C(C)(=O)O (acetic acid), C(C)(=O)O (acetic acid). Run at time 20 hour. Reactants: C(CCCCCCCCCCC)OC1=CC=C(C(=O)OC2=CC=C(C=O)C=C2)C=C1 (4-(4-n-dodecoxybenzoyloxy)-benzaldehyde), O (water). Product: C(CCCCCCCCCCC)OC1=CC=C(C(=O)OC2=CC=C(C(=O)O)C=C2)C=C1 (4-(4-n-dodecoxybenzoyloxy)-benzoic acid). RXN SMILES: [CH2:1]([O:13][C:14]1[CH:30]=[CH:29][C:17]([C:18]([O:20][C:21]2[CH:28]=[CH:27][C:24]([CH:25]=[O:26])=[CH:23][CH:22]=2)=[O:19])=[CH:16][CH:15]=1)[CH2:2][CH2:3][CH2:4][CH2:5][CH2:6][CH2:7][CH2:8][CH2:9][CH2:10][CH2:11][CH3:12].[OH2:31]>C(O)(=O)C.[O-2].[O-2].[O-2].[Cr+6]>[CH2:1]([O:13][C:14]1[CH:15]=[CH:16][C:17]([C:18]([O:20][C:21]2[CH:28]=[CH:27][C:24]([C:25]([OH:31])=[O:26])=[CH:23][CH:22]=2)=[O:19])=[CH:29][CH:30]=1)[CH2:2][CH2:3][CH2:4][CH2:5][CH2:6][CH2:7][CH2:8][CH2:9][CH2:10][CH2:11][CH3:12] |f:3.4.5.6|. Isolated yield 83.0%. Procedure details: The 4-(4-n-dodecoxybenzoyloxy)-benzaldehyde produced in step A4 (17.4 g) was dissolved in acetic acid (60 ml) and treated with a solution of chromium trioxide (12.7 g) dissolved in 50% acetic acid added dropwise over 20 minutes at 40° C. After stirring at 45°-50° for 20 hours, water (150 ml) was added and the mixture stirred for 3 hours. The product separated and was recrystallised from acetic acid (55 ml) to give 4-(4-n-dodecoxybenzoyloxy)-benzoic acid (15 g, 83% theory). The reactants are CC1=C(SC(=C1O)C(=O)OC(C)C)C(=O)OC(C)C (di-isopropyl 3-methyl-4-hydroxy-2,5-thiophene-dicarboxylate), O1CCOCC1 (dioxane), C([O-])([O-])=O.[K+].[K+] (potassium carbonate), C(CCC)S(=O)(=O)Cl (butane-sulfonyl chloride). Solvent: CC(=O)C (acetone). Product: CC1=C(SC(=C1OS(=O)(=O)CCCC)C(=O)OC(C)C)C(=O)OC(C)C (Di-isopropyl 3-methyl-4-butane sulfonyloxy-2,5-thiophene-dicarboxylate). As a reaction SMILES: [CH3:1][C:2]1[C:6]([OH:7])=[C:5]([C:8]([O:10][CH:11]([CH3:13])[CH3:12])=[O:9])[S:4][C:3]=1[C:14]([O:16][CH:17]([CH3:19])[CH3:18])=[O:15].O1CCOCC1.C(=O)([O-])[O-].[K+].[K+].[CH2:32]([S:36](Cl)(=[O:38])=[O:37])[CH2:33][CH2:34][CH3:35]>CC(C)=O>[CH3:1][C:2]1[C:6]([O:7][S:36]([CH2:32][CH2:33][CH2:34][CH3:35])(=[O:38])=[O:37])=[C:5]([C:8]([O:10][CH:11]([CH3:13])[CH3:12])=[O:9])[S:4][C:3]=1[C:14]([O:16][CH:17]([CH3:19])[CH3:18])=[O:15] |f:2.3.4|. Reported procedure: A mixture of 2.3 g (8 mmol) of di-isopropyl 3-methyl-4-hydroxy-2,5-thiophene-dicarboxylate, 30 ml of dioxane, 60 ml of acetone, 1.6 g (120 mmol) of anhydrous potassium carbonate and 1.6 g (10 mmol) of butane-sulfonyl chloride was refluxed for about 10 hours. The mixture was then freed from dioxane and acetone by distillation in vacuo and then added with ethylether, washed with water, and dried with anhydrous magnessium sulfate. The solvent was removed by distillation and then recrystallization w... Starting materials: Cl (hydrochloric acid), N12CCNCC2CCC1 (1,4-diazabicyclo[4.3.0]nonane), [I-].[K+] (potassium iodide), [OH-].[K+] (potassium hydroxide), COC(CCCCl)(C1=CC=C(C=C1)F)OC (1,1-dimethoxy-1-(4-fluorophenyl)-4-chlorobutane), [OH-].[NH4+] (ammonium hydroxide). Solvent: C(C)O (ethanol), C(Cl)Cl (methylene chloride), O (water), C(C)OCC (ethyl ether). Run at time 4.5 hour. Yields the product N12CCN(CC2CCC1)CCCC(=O)C1=CC=C(C=C1)F (4-(1,4-diazabicyclo[4.3.0]non-4-yl)-4'-fluorobutyrophenone). Isolated yield 49.0%. Reaction SMILES: [N:1]12[CH2:9][CH2:8][CH2:7][CH:6]1[CH2:5][NH:4][CH2:3][CH2:2]2.[I-].[K+].[OH-].[K+].C[O:15][C:16](OC)([C:21]1[CH:26]=[CH:25][C:24]([F:27])=[CH:23][CH:22]=1)[CH2:17][CH2:18][CH2:19]Cl.Cl.[OH-].[NH4+]>C(Cl)Cl.C(O)C.C(OCC)C.O>[N:1]12[CH2:9][CH2:8][CH2:7][CH:6]1[CH2:5][N:4]([CH2:19][CH2:18][CH2:17][C:16]([C:21]1[CH:22]=[CH:23][C:24]([F:27])=[CH:25][CH:26]=1)=[O:15])[CH2:3][CH2:2]2 |f:1.2,3.4,7.8|. Procedure: To a heated slurry of 2.90 parts of 1,4-diazabicyclo[4.3.0]nonane, 1.91 parts of potassium iodide, and 25 parts of deionized water is added 1.65 parts potassium hydroxide and 6.17 parts of 1,1-dimethoxy-1-(4-fluorophenyl)-4-chlorobutane under nitrogen. The mixture is heated to reflux and held at that temperature for 4.5 hours. After cooling to room temperature, 18 parts of ethyl ether and a sufficient quantity of concentrated hydrochloric acid to bring the pH of the aqueous phase to about 2 are ... Starting materials: C, CC(=O)N(c1ccc([N+](=O)[O-])cc1)n1cnnc1, CO, [Pd]. The product is CC(=O)N(c1ccc(N)cc1)n1cnnc1. Reaction SMILES: [C:19].[C:1]([CH3:2])(=[O:3])[N:4]([c:5]1[cH:6][cH:7][c:8]([N+:11]([O-:12])=[O:13])[cH:9][cH:10]1)[n:14]1[cH:15][n:16][n:17][cH:18]1.[CH3:21][OH:22].[Pd:20]>>[C:1]([CH3:2])(=[O:3])[N:4]([c:5]1[cH:6][cH:7][c:8]([NH2:11])[cH:9][cH:10]1)[n:14]1[cH:15][n:16][n:17][cH:18]1. The product is [N+](=O)([O-])C=1C=C2C(N(C(C2=CC1)=O)CC(C(=O)OCC)C1(OCCO1)C)=O (Ethyl 3-(5-nitro-1,3-dioxo-1,3-dihydro-isoindol-2-yl)-2-(2-methyl-[1,3]dioxolan-2-yl)propionate). Yield: 83.2%. Conditions: temperature 80 celsius. Run in C(Cl)(Cl)Cl (chloroform). Procedure: Ethyl 3-amino-2-(2-methyl-[1,3]dioxolan-2-yl)propionate (800 mg, 3.94 mmol) was dissolved in 15 mL of chloroform, and 4-nitrophthalic anhydride (988 mg, 4.33 mmol) was added to the obtained solution. The resulting mixture was then refluxed at 80° C. for 5 days. After the reaction was completed, the solvent was evaporated by distilling under a reduced pressure. The residue was purified by performing column chromatography (eluent: n-hexane/ethyl acetate=1/1) to obtain the desired product as a yell... Reactants: NCC(C(=O)OCC)C1(OCCO1)C (Ethyl 3-amino-2-(2-methyl-[1,3]dioxolan-2-yl)propionate), [N+](=O)([O-])C=1C=C2C(C(=O)OC2=O)=CC1 (4-nitrophthalic anhydride). RXN SMILES: [NH2:1][CH2:2][CH:3]([C:9]1([CH3:14])[O:13][CH2:12][CH2:11][O:10]1)[C:4]([O:6][CH2:7][CH3:8])=[O:5].[N+:15]([C:18]1[CH:19]=[C:20]2[C:25](=O)[O:24][C:22](=[O:23])[C:21]2=[CH:27][CH:28]=1)([O-:17])=[O:16]>C(Cl)(Cl)Cl>[N+:15]([C:18]1[CH:19]=[C:20]2[C:21](=[CH:27][CH:28]=1)[C:22](=[O:23])[N:1]([CH2:2][CH:3]([C:9]1([CH3:14])[O:10][CH2:11][CH2:12][O:13]1)[C:4]([O:6][CH2:7][CH3:8])=[O:5])[C:25]2=[O:24])([O-:17])=[O:16]. Starting materials: C1CCOC1, CO, COC(=O)c1ccc(CNC(=O)CN(c2cccc(Cl)c2C)S(=O)(=O)c2ccc(C)cc2)cc1, Cl, [Na+], [OH-]. The product is Cc1ccc(S(=O)(=O)N(CC(=O)NCc2ccc(C(=O)O)cc2)c2cccc(Cl)c2C)cc1. As a reaction SMILES: [CH2:40]1[O:41][CH2:42][CH2:43][CH2:44]1.[CH3:38][OH:39].[Cl:1][c:2]1[c:3]([CH3:34])[c:4]([N:8]([CH2:9][C:10](=[O:11])[NH:12][CH2:13][c:14]2[cH:15][cH:16][c:17]([C:18](=[O:19])[O:20][CH3:21])[cH:22][cH:23]2)[S:24](=[O:25])(=[O:26])[c:27]2[cH:28][cH:29][c:30]([CH3:33])[cH:31][cH:32]2)[cH:5][cH:6][cH:7]1.[ClH:37].[Na+:36].[OH-:35]>>[Cl:1][c:2]1[c:3]([CH3:34])[c:4]([N:8]([CH2:9][C:10](=[O:11])[NH:12][CH2:13][c:14]2[cH:15][cH:16][c:17]([C:18](=[O:19])[OH:20])[cH:22][cH:23]2)[S:24](=[O:25])(=[O:26])[c:27]2[cH:28][cH:29][c:30]([CH3:33])[cH:31][cH:32]2)[cH:5][cH:6][cH:7]1.